This data is from the Open Reaction Database (ORD), a public repository of structured organic reaction records. The task is: describe an organic reaction: reactants, conditions, products, and yield The reactants are CN(C)C=O, Clc1ncccn1, [I-], [K+], NCCN1CCC(Nc2nc3ccccc3n2Cc2ccc(F)cc2)CC1, [Na+], [Na+], O=C([O-])[O-]. Product: Fc1ccc(Cn2c(NC3CCN(CCNc4ncccn4)CC3)nc3ccccc32)cc1. Reaction SMILES: [CH3:43][N:44]([CH3:45])[CH:46]=[O:47].[Cl:1][c:2]1[n:3][cH:4][cH:5][cH:6][n:7]1.[I-:42].[K+:41].[NH2:8][CH2:9][CH2:10][N:11]1[CH2:12][CH2:13][CH:14]([NH:17][c:18]2[n:19][c:20]3[c:21]([n:22]2[CH2:23][c:24]2[cH:25][cH:26][c:27]([F:30])[cH:28][cH:29]2)[cH:31][cH:32][cH:33][cH:34]3)[CH2:15][CH2:16]1.[Na+:35].[Na+:36].[O-:37][C:38](=[O:39])[O-:40]>>[c:2]1([NH:8][CH2:9][CH2:10][N:11]2[CH2:12][CH2:13][CH:14]([NH:17][c:18]3[n:19][c:20]4[c:21]([n:22]3[CH2:23][c:24]3[cH:25][cH:26][c:27]([F:30])[cH:28][cH:29]3)[cH:31][cH:32][cH:33][cH:34]4)[CH2:15][CH2:16]2)[n:3][cH:4][cH:5][cH:6][n:7]1. The reactants are Cl (HCl), Cl.NC1C(NC(CC1)=O)=O (3-amino-piperidine-2,6-dione hydrogen chloride), N1C=NC=C1 (imidazole), P(OC1=CC=CC=C1)(OC1=CC=CC=C1)OC1=CC=CC=C1 (triphenyl phosphite), NC1=C(C(=O)O)C=CC=C1O (2-amino-3-hydroxybenzoic acid), N1C=NC=C1 (imidazole), C(C)(=O)Cl (acetyl chloride). Procedure: To a stirred mixture of 2-amino-3-hydroxybenzoic acid (2.0 g, 13.1 mmol) and imidazole (2.0 g, 29.4 mmol) in acetonitrile (30 mL), was added acetyl chloride (2.0 mL, 28.7 mmol) at room temperature. The mixture was stirred at room temperature overnight. To the mixture, was added 3-amino-piperidine-2,6-dione hydrogen chloride (2.2 g, 13.1 mmol), imidazole (2.0 g, 29.4 mmol) and triphenyl phosphite (4.11 mL, 15.7 mmol) and heated to reflux for 22 hours. To the mixture, was added water (60 mL) and c... Isolated yield 15.9%. RXN SMILES: [NH2:1][C:2]1[C:10]([OH:11])=[CH:9][CH:8]=[CH:7][C:3]=1[C:4]([OH:6])=O.N1[CH:16]=[CH:15]N=C1.C(Cl)(=O)C.Cl.[NH2:22][CH:23]1[CH2:28][CH2:27][C:26](=[O:29])[NH:25][C:24]1=[O:30].P(OC1C=CC=CC=1)(OC1C=CC=CC=1)OC1C=CC=CC=1.Cl>C(#N)C.O>[OH:11][C:10]1[CH:9]=[CH:8][CH:7]=[C:3]2[C:2]=1[N:1]=[C:15]([CH3:16])[N:22]([CH:23]1[CH2:28][CH2:27][C:26](=[O:29])[NH:25][C:24]1=[O:30])[C:4]2=[O:6] |f:3.4|. Run in O (water), C(C)#N (acetonitrile). Run at time 8 hour. Product: OC=1C=CC=C2C(N(C(=NC12)C)C1C(NC(CC1)=O)=O)=O (3-(8-hydroxy-2-methyl-4-oxo-4H-quinazolin-3-yl)-piperidine-2,6-dione). Solvent: C(Cl)(Cl)Cl (chloroform). The reactants are BrC=1C=CC(=C(C1)N)CS(=O)(=O)C1=CC=C(C=C1)F ((5-bromo-2-{[(4-fluorophenyl)sulfonyl]methyl}phenyl)amine), BrC=1C=CC(=C(C1)N)CS(=O)(=O)C1=CC=C(C=C1)F ((5-bromo-2-{[(4-fluorophenyl)sulfonyl]methyl}phenyl)amine), C1COCCOCCOCCOCCOCCO1 (18-Crown-6), C(C)(C)(C)ON=O (tert-butylnitrite), C(C)(=O)[O-].[K+] (potassium acetate), C(C)(=O)OC(C)=O (acetic anhydride). Product: BrC1=CC=C2C(=NNC2=C1)S(=O)(=O)C1=CC=C(C=C1)F (6-Bromo-3-[(4-fluorophenyl)sulfonyl]-1H-indazole). Reported procedure: To a suspension of (5-bromo-2-{[(4-fluorophenyl)sulfonyl]methyl}phenyl)amine (Intermediate 68) (0.42 g) in chloroform (10 ml) was added potassium acetate (0.135 g) and acetic anhydride (0.24 ml). The mixture was heated under nitrogen at reflux for 18 h. 18-Crown-6 (0.64 g) and tert-butylnitrite (0.435 ml) were added and the mixture was stirred at reflux for a further 42 h. The mixture was concentrated under vacuum and the residue was purified by column chromatography on silica eluting with cyclo... As a reaction SMILES: [Br:1][C:2]1[CH:3]=[CH:4][C:5]([CH2:9][S:10]([C:13]2[CH:18]=[CH:17][C:16]([F:19])=[CH:15][CH:14]=2)(=[O:12])=[O:11])=[C:6]([NH2:8])[CH:7]=1.C([O-])(=O)C.[K+].C(OC(=O)C)(=O)C.C1OCCOCCOCCOCCOCCOC1.C(O[N:55]=O)(C)(C)C>C(Cl)(Cl)Cl>[Br:1][C:2]1[CH:7]=[C:6]2[C:5]([C:9]([S:10]([C:13]3[CH:18]=[CH:17][C:16]([F:19])=[CH:15][CH:14]=3)(=[O:11])=[O:12])=[N:55][NH:8]2)=[CH:4][CH:3]=1 |f:1.2|. Reactants: FC1=CC=C(C=C1)N1C(C2=CC=C(C=C2CC1)O)CC1=CC=C2C=C(NC2=C1)C(=O)O (6-{[2-(4-fluorophenyl)-6-hydroxy-1,2,3,4-tetrahydroisoquinolyl]methyl}indole-2-carboxylic acid), O1CCCC1 (tetrahydrofuran), solution, CNC (dimethylamine). Yields the product FC1=CC=C(C=C1)N1C(C2=CC=C(C=C2CC1)O)CC1=CC=C2C=C(NC2=C1)C(=O)N(C)C ((6-{[2-(4-Fluorophenyl)-6-hydroxy-(1,2,3,4-tetrahydroisoquinolyl)]methyl}indol-2-yl)-N, N-dimethylcarboxamide). Isolated yield 48.0%. RXN SMILES: [F:1][C:2]1[CH:7]=[CH:6][C:5]([N:8]2[CH2:17][CH2:16][C:15]3[C:10](=[CH:11][CH:12]=[C:13]([OH:18])[CH:14]=3)[CH:9]2[CH2:19][C:20]2[CH:28]=[C:27]3[C:23]([CH:24]=[C:25]([C:29]([OH:31])=O)[NH:26]3)=[CH:22][CH:21]=2)=[CH:4][CH:3]=1.[CH3:32][NH:33][CH3:34].O1CCCC1>>[F:1][C:2]1[CH:3]=[CH:4][C:5]([N:8]2[CH2:17][CH2:16][C:15]3[C:10](=[CH:11][CH:12]=[C:13]([OH:18])[CH:14]=3)[CH:9]2[CH2:19][C:20]2[CH:28]=[C:27]3[C:23]([CH:24]=[C:25]([C:29]([N:33]([CH3:34])[CH3:32])=[O:31])[NH:26]3)=[CH:22][CH:21]=2)=[CH:6][CH:7]=1. Procedure details: The title compound was prepared as described in Example 34. B using 6-{[2-(4-fluorophenyl)-6-hydroxy-1,2,3,4-tetrahydroisoquinolyl]methyl}indole-2-carboxylic acid (0.25 g, 0.6 mmol) and 2.0 M solution of dimethylamine in tetrahydrofuran (1.0 mL, 2.0 mmol) to provide the title compound (0.127 g, 48% yield): 1H NMR (CDCl3) 9.05 (br, 1H), 7.52 (d, 1H), 7.26-6.76 (m, 7H), 6.61 (d, 1H), 6.57 (d, 1H), 6.50 (dd, 1H), 4.80 (t, 1H), 3.58 (m, 1H), 3.47 (m and s, 4H), 3.27 (dd 1H), 3.20 (s, 3H), 3.03 (dd, ... The reactants are C1(=CCCC1)N1CCOCC1 (N-cyclopentenyl morpholine), COC=1C=C(C=O)C=CC1 (3-methoxybenzaldehyde), C1=CC=CC=C1 (benzene), Cl (hydrochloric acid). Conditions: temperature 30 celsius, time 2 hour. Product: COC=1C=C(C=C2C(CCC2)=O)C=CC1 (2-(3-methoxybenzylidene)cyclopentanone). Yield: 66.0%. RXN SMILES: C1(N2CC[O:9]CC2)CCCC=1.[CH3:12][O:13][C:14]1[CH:15]=[C:16]([CH:19]=[CH:20][CH:21]=1)[CH:17]=O.Cl.[CH:23]1[CH:28]=[CH:27][CH:26]=[CH:25]C=1>>[CH3:12][O:13][C:14]1[CH:15]=[C:16]([CH:19]=[CH:20][CH:21]=1)[CH:17]=[C:25]1[CH2:26][CH2:27][CH2:28][C:23]1=[O:9]. Reported procedure: With reflux device installed, 36.8 g (0.24 mol) of N-cyclopentenyl morpholine, 27.2 g (0.20 mol) of 3-methoxybenzaldehyde and 200 mL of benzene were added to a round bottom flask and heated under refluxing for 20 h. The resulting solution was cooled to 30° C., and slowly stirred while 62 mL of hydrochloric acid (6 mol/L) was added. After stirring for 2 h at room temperature, the benzene layer was separated and washed with water to neutral, and dried over anhydrous sodium sulfate overnight. Then ...